From a dataset of the Open Reaction Database (ORD), a public repository of structured organic reaction records. describe an organic reaction: reactants, conditions, products, and yield The reactants are N1=C(C=CC=C1)C(=O)[O-] (pyridine-2-carboxylate), C(C)C1=CC=C(C=C1)C=1C(=NC(=CC1)C(=O)OCC)C1=NC=CC=C1 (Ethyl 3-(4-Ethylphenyl)-[2,2′]-bipyridinyl-6-carboxylate). Reagents/catalysts: OS(=O)(=O)O (H2SO4). The solvent is CO (methanol). Yields the product C(C)C1=CC=C(C=C1)C=1C=CC(=NC1C1=NC=CC=C1)C(=O)OC (Methyl 5-(4-ethylphenyl)-6-(pyridin-2-yl)pyridine-2-carboxylate). Reaction SMILES: N1C=CC=CC=1C([O-])=O.[CH2:10]([C:12]1[CH:17]=[CH:16][C:15]([C:18]2[C:19]([C:29]3[CH:34]=[CH:33][CH:32]=[CH:31][N:30]=3)=[N:20][C:21]([C:24]([O:26][CH2:27]C)=[O:25])=[CH:22][CH:23]=2)=[CH:14][CH:13]=1)[CH3:11]>OS(O)(=O)=O.CO>[CH2:10]([C:12]1[CH:13]=[CH:14][C:15]([C:18]2[CH:23]=[CH:22][C:21]([C:24]([O:26][CH3:27])=[O:25])=[N:20][C:19]=2[C:29]2[CH:34]=[CH:33][CH:32]=[CH:31][N:30]=2)=[CH:16][CH:17]=1)[CH3:11]. Procedure: Following General Procedure E, ethyl 5-(4-ethylphenyl)-6-(pyridine-2-yl)phenyl)pyridine-2-carboxylate (Compound 50, 16 mg, 0.05 mmol) and conc. H2SO4 (10 drops) in methanol were reacted to produce the title compound as a light yellow solid.